This data is from the Open Reaction Database (ORD), a public repository of structured organic reaction records. The task is: describe an organic reaction: reactants, conditions, products, and yield The reactants are C1(=CC=CC=C1)S(=O)(=O)[O-].C(C)#N (benzenesulphonate acetonitrile), CC1=C(N)C(=CC=C1)C (2,6-dimethyl-aniline). Solvent: C(C)(=O)OCC (ethyl acetate), C(C)(=O)OCC (ethyl acetate). The product is CC1=C(NCC#N)C(=CC=C1)C (2-(2,6-Dimethyl-anilino)-acetonitrile). RXN SMILES: C1(S([O-])(=O)=O)C=CC=CC=1.[C:11](#[N:13])[CH3:12].[CH3:14][C:15]1[CH:21]=[CH:20][CH:19]=[C:18]([CH3:22])[C:16]=1[NH2:17]>C(OCC)(=O)C>[CH3:14][C:15]1[CH:21]=[CH:20][CH:19]=[C:18]([CH3:22])[C:16]=1[NH:17][CH2:12][C:11]#[N:13] |f:0.1|. Procedure: A solution of 158.5 g (0.804 mol) of benzenesulphonate-acetonitrile in 200 ml of ethyl acetate is run dropwise into a solution of 193.6 g (1.608 mols) of 2,6-dimethyl-aniline in 400 ml of ethyl acetate. The mixture is heated under reflux for 3 hours, cooled and the excess aniline benzenesulphonate is filtered off. The filtrate is evaporated to dryness. The residue is taken up in ether. Insoluble material is again filtered off and discarded. The ether is evaporated to dryness. The residue is take... Reactants: O (water), CS(=O)(=O)Cl (Methanesulfonyl chloride), CN1CCOCC1 (4-methylmorpholine), COC(=O)C=1N=C(SC1C1=CC(=CC=C1)N)C (5-(3-amino-phenyl)-2-methyl-thiazole-4-carboxylic acid methyl ester). The solvent is C(Cl)Cl (DCM). Product: COC(=O)C=1N=C(SC1C1=CC(=CC=C1)NS(=O)(=O)C)C (5-(3-methanesulfonylamino-phenyl)-2-methyl-thiazole-4-carboxylic Acid Methyl Ester). Reaction SMILES: [CH3:1][S:2](Cl)(=[O:4])=[O:3].CN1CCOCC1.[CH3:13][O:14][C:15]([C:17]1[N:18]=[C:19]([CH3:29])[S:20][C:21]=1[C:22]1[CH:27]=[CH:26][CH:25]=[C:24]([NH2:28])[CH:23]=1)=[O:16].O>C(Cl)Cl>[CH3:13][O:14][C:15]([C:17]1[N:18]=[C:19]([CH3:29])[S:20][C:21]=1[C:22]1[CH:27]=[CH:26][CH:25]=[C:24]([NH:28][S:2]([CH3:1])(=[O:4])=[O:3])[CH:23]=1)=[O:16]. Reported procedure: Methanesulfonyl chloride (5.27 mmol) and 4-methylmorpholine (4.86 mmol) are added successively to a solution of 5-(3-amino-phenyl)-2-methyl-thiazole-4-carboxylic acid methyl ester (4.05 mmol) in DCM (50 mL). After stirring for 2 h water is added, the layers are separated and the aq. layer is extracted once with DCM. The combined organic layers are washed with citric acid (10% solution in water), dried over MgSO4 and concentrated in vacuo to give a crude product which is used without further puri... Starting materials: [H-].[Na+] (Sodium hydride), C(C)C1=CC=C(C=C1)C1=CC=C(C(=N1)NCCCOC=1C=C2CC[C@H](C2=CC1)CC(=O)OCC)C(F)(F)F (ethyl [(1S)-5-(3-{[6-(4-ethylphenyl)-3-(trifluoromethyl)-2-pyridinyl]amino}propoxy)-2,3-dihydro-1H-inden-1-yl]acetate), CI (MeI). The solvent is CN(C)C=O (DMF). Conditions: time 30 minute. Product: C(C)C1=CC=C(C=C1)C1=CC=C(C(=N1)N(CCCOC=1C=C2CC[C@H](C2=CC1)CC(=O)OCC)C)C(F)(F)F (ethyl ((1S)-5-{3-[[6-(4-ethylphenyl)-3-(trifluoromethyl)-2-pyridinyl](methyl)amino]propoxy}-2,3-dihydro-1H-inden-1-yl)acetate). The yield is 8.1%. RXN SMILES: [H-].[Na+].[CH2:3]([C:5]1[CH:10]=[CH:9][C:8]([C:11]2[N:16]=[C:15]([NH:17][CH2:18][CH2:19][CH2:20][O:21][C:22]3[CH:23]=[C:24]4[C:28](=[CH:29][CH:30]=3)[C@H:27]([CH2:31][C:32]([O:34][CH2:35][CH3:36])=[O:33])[CH2:26][CH2:25]4)[C:14]([C:37]([F:40])([F:39])[F:38])=[CH:13][CH:12]=2)=[CH:7][CH:6]=1)[CH3:4].[CH3:41]I>CN(C=O)C>[CH2:3]([C:5]1[CH:6]=[CH:7][C:8]([C:11]2[N:16]=[C:15]([N:17]([CH3:41])[CH2:18][CH2:19][CH2:20][O:21][C:22]3[CH:23]=[C:24]4[C:28](=[CH:29][CH:30]=3)[C@H:27]([CH2:31][C:32]([O:34][CH2:35][CH3:36])=[O:33])[CH2:26][CH2:25]4)[C:14]([C:37]([F:40])([F:38])[F:39])=[CH:13][CH:12]=2)=[CH:9][CH:10]=1)[CH3:4] |f:0.1|. Reported procedure: Sodium hydride (0.02 g, 0.86 mmol) was added to a solution of ethyl [(1S)-5-(3-{[6-(4-ethylphenyl)-3-(trifluoromethyl)-2-pyridinyl]amino}propoxy)-2,3-dihydro-1H-inden-1-yl]acetate (Example 318) (0.21 g, 0.39 mmol) in DMF (2 mL). After stirring at rt for 30 min, MeI (0.05 mL, 6.32 mmol) was added. The mixture was stirred at rt for 18 h, quenched with water (5 mL), and extracted with ether (3×). The combined ether extracts were washed with water and brine, dried (MgSO4), filtered, and concentrated... The reactants are Nc1nc(Cl)c2ncn(C3OC(CO)C(O)C3O)c2n1, [Na+], [SH-]. Product: Nc1nc(S)c2ncn(C3OC(CO)C(O)C3O)c2n1. As a reaction SMILES: [NH2:1][c:2]1[n:3][c:4]([Cl:20])[c:5]2[n:6][cH:7][n:8]([CH:11]3[CH:12]([OH:13])[CH:14]([OH:15])[CH:16]([CH2:18][OH:19])[O:17]3)[c:9]2[n:10]1.[Na+:22].[SH-:21]>>[NH2:1][c:2]1[n:3][c:4]([SH:21])[c:5]2[n:6][cH:7][n:8]([CH:11]3[CH:12]([OH:13])[CH:14]([OH:15])[CH:16]([CH2:18][OH:19])[O:17]3)[c:9]2[n:10]1. The reactants are Cc1ccc(C)c(NC(=O)N2CCC(C#N)CC2)c1, CCNCC, CN(C)C=O, Cl, [Na+], O, O, [SH-]. Product: Cc1ccc(C)c(NC(=O)N2CCC(C(N)=S)CC2)c1. Reaction SMILES: [C:1](#[N:2])[CH:3]1[CH2:4][CH2:5][N:6]([C:9](=[O:10])[NH:11][c:12]2[c:13]([CH3:19])[cH:14][cH:15][c:16]([CH3:18])[cH:17]2)[CH2:7][CH2:8]1.[CH2:24]([NH:25][CH2:26][CH3:27])[CH3:28].[CH3:30][N:31]([CH3:32])[CH:33]=[O:34].[ClH:23].[Na+:22].[OH2:20].[OH2:29].[SH-:21]>>[C:1]([NH2:2])([CH:3]1[CH2:4][CH2:5][N:6]([C:9](=[O:10])[NH:11][c:12]2[c:13]([CH3:19])[cH:14][cH:15][c:16]([CH3:18])[cH:17]2)[CH2:7][CH2:8]1)=[S:21]. Starting materials: O=C([O-])[O-], COc1cccc(B2OCCN(c3ccccc3)CCO2)n1, Cc1nc(N)nc2c1C(=NOC(CCO)C(=O)N(C)C)NC(c1ccc(F)cc1Br)C2, [Na+], [Na+]. Product: COc1cccc(-c2cc(F)ccc2C2Cc3nc(N)nc(C)c3C(=NOC(CCO)C(=O)N(C)C)N2)n1. RXN SMILES: [C:54](=[O:55])([O-:56])[O-:57].[CH3:32][O:33][c:34]1[cH:35][cH:36][cH:37][c:38]([B:40]2[O:41][CH2:42][CH2:43][N:44]([c:45]3[cH:46][cH:47][cH:48][cH:49][cH:50]3)[CH2:51][CH2:52][O:53]2)[n:39]1.[NH2:1][c:2]1[n:3][c:4]([CH3:31])[c:5]2[c:6]([n:7]1)[CH2:8][CH:9]([c:23]1[c:24]([Br:30])[cH:25][c:26]([F:29])[cH:27][cH:28]1)[NH:10][C:11]2=[N:12][O:13][CH:14]([C:15](=[O:16])[N:17]([CH3:18])[CH3:19])[CH2:20][CH2:21][OH:22].[Na+:58].[Na+:59]>>[NH2:1][c:2]1[n:3][c:4]([CH3:31])[c:5]2[c:6]([n:7]1)[CH2:8][CH:9]([c:23]1[c:24](-[c:38]3[cH:37][cH:36][cH:35][c:34]([O:33][CH3:32])[n:39]3)[cH:25][c:26]([F:29])[cH:27][cH:28]1)[NH:10][C:11]2=[N:12][O:13][CH:14]([C:15](=[O:16])[N:17]([CH3:18])[CH3:19])[CH2:20][CH2:21][OH:22]. Starting materials: COC1=CC=C(CN(S(=O)(=O)C=2C=CC3=C(OCCN3C3=C(C=CC=C3)C=3C=NC=NC3)C2)C=2SC=CN2)C=C1 (N-(4-methoxybenzyl)-4-(2-(pyrimidin-5-yl)phenyl)-N-(thiazol-2-yl)-3,4-dihydro-2H-benzo[b][1,4]oxazine-7-sulfonamide), C(=O)(C(F)(F)F)O (TFA). The solvent is C(Cl)Cl (DCM). Run at time 2 hour. Product: N1=CN=CC(=C1)C1=C(C=CC=C1)N1C2=C(OCC1)C=C(C=C2)S(=O)(=O)NC=2SC=CN2 (4-(2-(pyrimidin-5-yl)phenyl)-N-(thiazol-2-yl)-3,4-dihydro-2H-benzo[b][1,4]oxazine-7-sulfonamide). The yield is 30.4%. RXN SMILES: COC1C=CC(C[N:8]([C:34]2[S:35][CH:36]=[CH:37][N:38]=2)[S:9]([C:12]2[CH:13]=[CH:14][C:15]3[N:20]([C:21]4[CH:26]=[CH:25][CH:24]=[CH:23][C:22]=4[C:27]4[CH:28]=[N:29][CH:30]=[N:31][CH:32]=4)[CH2:19][CH2:18][O:17][C:16]=3[CH:33]=2)(=[O:11])=[O:10])=CC=1.C(O)(C(F)(F)F)=O>C(Cl)Cl>[N:29]1[CH:28]=[C:27]([C:22]2[CH:23]=[CH:24][CH:25]=[CH:26][C:21]=2[N:20]2[CH2:19][CH2:18][O:17][C:16]3[CH:33]=[C:12]([S:9]([NH:8][C:34]4[S:35][CH:36]=[CH:37][N:38]=4)(=[O:10])=[O:11])[CH:13]=[CH:14][C:15]2=3)[CH:32]=[N:31][CH:30]=1. Procedure details: To a solution of N-(4-methoxybenzyl)-4-(2-(pyrimidin-5-yl)phenyl)-N-(thiazol-2-yl)-3,4-dihydro-2H-benzo[b][1,4]oxazine-7-sulfonamide (250 mg, 0.437 mmol) in DCM (5 mL) was added TFA (2 mL) at 0° C. The reaction mixture was stirred at ambient temperature for 2 h. After completion, the reaction mixture was quenched with saturated aqueous sodium bicarbonate solution (8 mL) and extracted with DCM (2×10 mL). The organic layer was dried over sodium sulfate and concentrated under reduced pressure to ob... Starting materials: B, CCOC(=O)CC1(CCC(Cc2ccc(C(=O)OC(C)(C)C)cc2)C(=O)O)CC1, C1CCOC1, C1CCOC1, [Cl-], [NH4+]. Product: CCOC(=O)CC1(CCC(CO)Cc2ccc(C(=O)OC(C)(C)C)cc2)CC1. Reaction SMILES: [BH3:1].[C:7]([CH3:8])([CH3:9])([CH3:10])[O:11][C:12](=[O:13])[c:14]1[cH:15][cH:16][c:17]([CH2:18][CH:19]([C:20](=[O:21])[OH:22])[CH2:23][CH2:24][C:25]2([CH2:28][C:29](=[O:30])[O:31][CH2:32][CH3:33])[CH2:26][CH2:27]2)[cH:34][cH:35]1.[CH2:2]1[O:3][CH2:4][CH2:5][CH2:6]1.[CH2:38]1[O:39][CH2:40][CH2:41][CH2:42]1.[Cl-:36].[NH4+:37]>>[C:7]([CH3:8])([CH3:9])([CH3:10])[O:11][C:12](=[O:13])[c:14]1[cH:15][cH:16][c:17]([CH2:18][CH:19]([CH2:20][OH:21])[CH2:23][CH2:24][C:25]2([CH2:28][C:29](=[O:30])[O:31][CH2:32][CH3:33])[CH2:26][CH2:27]2)[cH:34][cH:35]1.